This data is from the Open Reaction Database (ORD), a public repository of structured organic reaction records. The task is: describe an organic reaction: reactants, conditions, products, and yield The reagents and catalysts are [Pd] (palladium on calcium carbonate). The solvent is C1=CC=CC=C1 (benzene), C1=CC=CC=C1 (benzene). The reactants are C(C(C)C)[C@]12C(CC=C2C2=C(CC1)C=1C=CC(=CC1CC2)OC)=O (13β-isobutyl-3-methoxygona-1,3,5(10),8,14-pentaen-17-one), [H][H] (hydrogen). Reaction SMILES: [CH2:1]([C@:5]12[CH2:13][CH2:12][C:11]3[C:14]4[CH:15]=[CH:16][C:17]([O:22][CH3:23])=[CH:18][C:19]=4[CH2:20][CH2:21][C:10]=3[C:9]1=[CH:8][CH2:7][C:6]2=[O:24])[CH:2]([CH3:4])[CH3:3].[H][H]>[Pd].C1C=CC=CC=1>[CH2:1]([C@:5]12[CH2:13][CH2:12][C:11]3[C:14]4[CH:15]=[CH:16][C:17]([O:22][CH3:23])=[CH:18][C:19]=4[CH2:20][CH2:21][C:10]=3[C@@H:9]1[CH2:8][CH2:7][C:6]2=[O:24])[CH:2]([CH3:4])[CH3:3]. Product: C(C(C)C)[C@]12C(CC[C@H]2C2=C(CC1)C=1C=CC(=CC1CC2)OC)=O (13β-Isobutyl-3-methoxygona-1,3,5(10),8-tetraen-17-one). Isolated yield 85.0%. Procedure: To a pre-reduced suspension of 2% palladium on calcium carbonate catalyst (7.0 g) in benzene (30 cc) add a solution of 13β-isobutyl-3-methoxygona-1,3,5(10),8,14-pentaen-17-one (20.0 g) in benzene (500 cc) and hydrogenate the mixture at atmospheric pressure until one mole equivalent of hydrogen is consumed. After the catalyst is removed by filtration, evaporate the solvent to obtain a gum which on crystallization from ethanol affords the title product (17.1 g.; 71%), m.p. 117°-119°; ultraviolet a... The reactants are COc1c(CC#N)cccc1Oc1ccccc1, CCO, [K+], [OH-], O. Yields the product COc1c(CC(=O)O)cccc1Oc1ccccc1. Reaction SMILES: [CH3:1][O:2][c:3]1[c:4]([CH2:16][C:17]#[N:18])[cH:5][cH:6][cH:7][c:8]1[O:9][c:10]1[cH:11][cH:12][cH:13][cH:14][cH:15]1.[CH3:22][CH2:23][OH:24].[K+:20].[OH-:19].[OH2:21]>>[CH3:1][O:2][c:3]1[c:4]([CH2:16][C:17](=[O:19])[OH:21])[cH:5][cH:6][cH:7][c:8]1[O:9][c:10]1[cH:11][cH:12][cH:13][cH:14][cH:15]1. Reactants: Cl.O1CCOC12CCNCC2 (1,4-dioxa-8-azaspiro[4.5]decane hydrochloride), [OH-].[Na+] (sodium hydroxide), [Cl-].[Na+] (sodium chloride). Solvent: O (water). Conditions: time 30 minute. The product is O1CCOC12CCNCC2 (1,4-dioxa-8-azaspiro[4.5]decane). Isolated yield 93.8%. RXN SMILES: [OH-].[Na+].Cl.[O:4]1[C:8]2([CH2:13][CH2:12][NH:11][CH2:10][CH2:9]2)[O:7][CH2:6][CH2:5]1.[Cl-].[Na+]>O>[O:4]1[C:8]2([CH2:13][CH2:12][NH:11][CH2:10][CH2:9]2)[O:7][CH2:6][CH2:5]1 |f:0.1,2.3,4.5|. Procedure details: To a 30 L reactor equipped with a mechanic stirrer, an addition funnel and a septum was charged sodium hydroxide (NaOH, 1.4 kg, 35 mol, 2.0 equiv) and water (7 L) and the resulting solution was treated with 1,4-dioxa-8-azaspiro[4.5]decane hydrochloride (3.13 kg, 17.43 mol) at ambient temperature. The resulting mixture was then stirred at ambient temperature for 30 minutes before being saturated with solid sodium chloride (1.3 kg) and extracted with 2-methyl-tetrahydrofuran (3×7 L). The combined ... Starting materials: CO, CO, ClCCl, [Na+], [OH-], O, CC(O)CNc1nccc(-c2cn(C3CCOC3)nc2-c2cnc3c(ccn3S(=O)(=O)c3ccccc3)c2)n1. Product: CC(O)CNc1nccc(-c2cn(C3CCOC3)nc2-c2cnc3[nH]ccc3c2)n1. As a reaction SMILES: [CH3:42][OH:43].[CH3:47][OH:48].[Cl:44][CH2:45][Cl:46].[Na+:41].[OH-:40].[OH2:49].[c:1]1([S:2](=[O:3])(=[O:4])[n:10]2[cH:11][cH:12][c:13]3[c:14]2[n:15][cH:16][c:17](-[c:19]2[n:20][n:21]([CH:35]4[CH2:36][O:37][CH2:38][CH2:39]4)[cH:22][c:23]2-[c:24]2[n:25][c:26]([NH:30][CH2:31][CH:32]([CH3:33])[OH:34])[n:27][cH:28][cH:29]2)[cH:18]3)[cH:5][cH:6][cH:7][cH:8][cH:9]1>>[nH:10]1[cH:11][cH:12][c:13]2[c:14]1[n:15][cH:16][c:17](-[c:19]1[n:20][n:21]([CH:35]3[CH2:36][O:37][CH2:38][CH2:39]3)[cH:22][c:23]1-[c:24]1[n:25][c:26]([NH:30][CH2:31][CH:32]([CH3:33])[OH:34])[n:27][cH:28][cH:29]1)[cH:18]2.